This data is from the Open Reaction Database (ORD), a public repository of structured organic reaction records. The task is: describe an organic reaction: reactants, conditions, products, and yield The reactants are COC(OC)OC (trimethylorthoformate), CO (methanol), C1(=CC=C(C=C1)S(=O)(=O)O)C (p-toluenesulfonic acid), C(=O)([O-])[O-].[Na+].[Na+] (Na2CO3). Run at time 12 hour. The product is COC(CO)(CO)OC (2,2-dimethoxy-propane-1,3-diol). Yield: 47.0%. As a reaction SMILES: CO[CH:3]([O:6][CH3:7])[O:4][CH3:5].C1(C)C=CC(S(O)(=O)=O)=CC=1.[C:19]([O-:22])([O-])=O.[Na+].[Na+].[CH3:25][OH:26]>>[CH3:7][O:6][C:3]([O:4][CH3:5])([CH2:19][OH:22])[CH2:25][OH:26] |f:2.3.4|. Reported procedure: 2,2-dimethoxy-propane-1,3-diol (III) was synthesized according to the method of Ferroni, E. L., et al., J. Org. Chem., 64, 4943-4945 (1999). DHA dimer (25 g, 0.139 mole), trimethylorthoformate (30.4 ml, 0.278 mole) and p-toluenesulfonic acid (100 mg) were combined in 300 mL of methanol and stirred for 12 h. At this time 300 mg of Na2CO3 were added and the reaction mixture was stirred for an additional 12 h, after which the mixture was filtered and solvent was removed in vacuo. The resulting soli...